From a dataset of the Open Reaction Database (ORD), a public repository of structured organic reaction records. describe an organic reaction: reactants, conditions, products, and yield Starting materials: C(C1=CC=CC=C1)N1C=CC2=CC(=CC=C12)C1=CC=CC=C1 (1-benzyl-5-phenyl-1H-indole), C(C(=O)Cl)(=O)Cl (oxalyl chloride), C(C)O (ethanol). Yields the product C(C1=CC=CC=C1)N1C=C(C2=CC(=CC=C12)C1=CC=CC=C1)C(C(=O)OCC)=O (Ethyl 2-(1-benzyl-5-phenyl-1H-indol-3-yl)-2-oxoacetate). The yield is 66.0%. Reaction SMILES: [CH2:1]([N:8]1[C:16]2[C:11](=[CH:12][C:13]([C:17]3[CH:22]=[CH:21][CH:20]=[CH:19][CH:18]=3)=[CH:14][CH:15]=2)[CH:10]=[CH:9]1)[C:2]1[CH:7]=[CH:6][CH:5]=[CH:4][CH:3]=1.[C:23](Cl)(=[O:27])[C:24](Cl)=[O:25].[CH2:29]([OH:31])[CH3:30]>>[CH2:1]([N:8]1[C:16]2[C:11](=[CH:12][C:13]([C:17]3[CH:22]=[CH:21][CH:20]=[CH:19][CH:18]=3)=[CH:14][CH:15]=2)[C:10]([C:23](=[O:27])[C:24]([O:31][CH2:29][CH3:30])=[O:25])=[CH:9]1)[C:2]1[CH:3]=[CH:4][CH:5]=[CH:6][CH:7]=1. Procedure: Ethyl {1-benzyl-5-phenyl-1H-indol-3-yl}(oxo)acetate was prepared from 1-benzyl-5-phenyl-1H-indole (0.846 g, 2.99 mmol), oxalyl chloride (0.78 mL, 9.0 mmol), and ethanol (2 mL), following the procedure described in Step 3 of Example 1. Purification by flash chromatography (Biotage apparatus) using 5-7.5% ethyl acetate in hexane as an eluant yielded the title compound as a light yellow solid (0.754 g, 66%), mp: 116-117° C. Mass spectrum (+ES, [M+H]+) m/z 384; 1HNMR (500 MHz, DMSO-d6): δ 8.7 (s, 1H... Reactants: [Br-], CC[Mg+], CCOCC, COc1cc(C)ccc1C=O, [Cl-], [NH4+]. Product: CCC(O)c1ccc(C)cc1OC. Reaction SMILES: [Br-:12].[CH2:13]([CH3:14])[Mg+:15].[CH3:18][CH2:19][O:20][CH2:21][CH3:22].[CH3:1][O:2][c:3]1[c:4]([CH:5]=[O:6])[cH:7][cH:8][c:9]([CH3:11])[cH:10]1.[Cl-:16].[NH4+:17]>>[CH3:1][O:2][c:3]1[c:4]([CH:5]([OH:6])[CH2:13][CH3:14])[cH:7][cH:8][c:9]([CH3:11])[cH:10]1. Starting materials: Cc1ncc(Oc2ccc(C#N)cn2)c2ccccc12, CS(C)=O, [K+], [K+], O=C([O-])[O-], O, OO. The product is Cc1ncc(Oc2ccc(C(N)=O)cn2)c2ccccc12. Reaction SMILES: [CH3:1][c:2]1[n:3][cH:4][c:5]([O:12][c:13]2[n:14][cH:15][c:16]([C:17]#[N:18])[cH:19][cH:20]2)[c:6]2[cH:7][cH:8][cH:9][cH:10][c:11]12.[CH3:30][S:31]([CH3:32])=[O:33].[K+:21].[K+:22].[O-:23][C:24]([O-:25])=[O:26].[OH2:29].[OH:27][OH:28]>>[CH3:1][c:2]1[n:3][cH:4][c:5]([O:12][c:13]2[n:14][cH:15][c:16]([C:17]([NH2:18])=[O:23])[cH:19][cH:20]2)[c:6]2[cH:7][cH:8][cH:9][cH:10][c:11]12. Starting materials: CC(C)Cl, Clc1ncc2ccn(C3CCCC3)c2n1, CC(=O)c1cn(C2CCCC2)c2nc(Cl)ncc12. Yields the product CC(C)c1cn(C2CCCC2)c2nc(Cl)ncc12. Reaction SMILES: [Cl:16][CH:17]([CH3:18])[CH3:19].[Cl:1][c:2]1[n:3][cH:4][c:5]2[c:6]([n:7]1)[n:8]([CH:11]1[CH2:12][CH2:13][CH2:14][CH2:15]1)[cH:9][cH:10]2.[Cl:20][c:21]1[n:22][cH:23][c:24]2[c:25]([C:26](=[O:27])[CH3:28])[cH:29][n:30]([CH:31]3[CH2:32][CH2:33][CH2:34][CH2:35]3)[c:36]2[n:37]1>>[Cl:1][c:2]1[n:3][cH:4][c:5]2[c:6]([n:7]1)[n:8]([CH:11]1[CH2:12][CH2:13][CH2:14][CH2:15]1)[cH:9][c:10]2[CH:17]([CH3:18])[CH3:19]. The reactants are BrC1=C(C(=CC=C1)F)OC (1-bromo-3-fluoro-2-methoxybenzene), C(=O)=O (dry ice), [Li]CCCC (n-BuLi), N(C(C)C)C(C)C (NH(i-Pr)2). The solvent is C1CCOC1 (THF), CCOCC (ether). Reaction conditions: temperature 0 celsius, time 15 minute. Product: BrC1=C(C(=C(C(=O)O)C=C1)F)OC (4-bromo-2-fluoro-3-methoxybenzoic acid). RXN SMILES: [Li]CCCC.N(C(C)C)C(C)C.[Br:13][C:14]1[CH:19]=[CH:18][CH:17]=[C:16]([F:20])[C:15]=1[O:21][CH3:22].[C:23](=[O:25])=[O:24]>C1COCC1.CCOCC>[Br:13][C:14]1[CH:19]=[CH:18][C:17]([C:23]([OH:25])=[O:24])=[C:16]([F:20])[C:15]=1[O:21][CH3:22]. Reported procedure: n-BuLi (17.0 mL, 42.5 mmol) was added dropwise to the solution of NH(i-Pr)2 (4.50 g, 44.5 mmol) in 70 mL of THF at −70° C. The mixture was stirred at 0° C. for 15 minutes and then cooled to −70° C. again. The solution of 1-bromo-3-fluoro-2-methoxybenzene (8.30 g, 40.5 mmol, in 30 mL of THF) was added dropwise. The resulting mixture was stirred at −70° C. for 1 hour then poured into fresh dry ice and stirred overnight. The mixture was diluted with 1 L of ether and washed with water twice. The com... Starting materials: [BH3-]C#N, C1COCCN1, Cc1cc(C)c(CNC(=O)c2cc(-c3ccc(C=O)nc3)cc(N(C)C3CCOCC3)c2C)c(=O)[nH]1, CC(=O)O, CO, [Na+]. Yields the product Cc1cc(C)c(CNC(=O)c2cc(-c3ccc(CN4CCOCC4)nc3)cc(N(C)C3CCOCC3)c2C)c(=O)[nH]1. Reaction SMILES: [C:47]([BH3-:48])#[N:49].[CH2:37]1[CH2:38][O:39][CH2:40][CH2:41][NH:42]1.[CH3:1][c:2]1[c:3]([CH2:10][NH:11][C:12]([c:13]2[c:14]([CH3:35])[c:15]([N:27]([CH:28]3[CH2:29][CH2:30][O:31][CH2:32][CH2:33]3)[CH3:34])[cH:16][c:17](-[c:19]3[cH:20][n:21][c:22]([CH:25]=[O:26])[cH:23][cH:24]3)[cH:18]2)=[O:36])[c:4](=[O:9])[nH:5][c:6]([CH3:8])[cH:7]1.[CH3:43][C:44](=[O:45])[OH:46].[CH3:51][OH:52].[Na+:50]>>[CH3:1][c:2]1[c:3]([CH2:10][NH:11][C:12]([c:13]2[c:14]([CH3:35])[c:15]([N:27]([CH:28]3[CH2:29][CH2:30][O:31][CH2:32][CH2:33]3)[CH3:34])[cH:16][c:17](-[c:19]3[cH:20][n:21][c:22]([CH2:25][N:42]4[CH2:37][CH2:38][O:39][CH2:40][CH2:41]4)[cH:23][cH:24]3)[cH:18]2)=[O:36])[c:4](=[O:9])[nH:5][c:6]([CH3:8])[cH:7]1.